From a dataset of the Open Reaction Database (ORD), a public repository of structured organic reaction records. describe an organic reaction: reactants, conditions, products, and yield The reactants are C(C)(C)(C)C1=CC=C(C=C1)S(=O)(=O)NC=1C(=NC(=CC1)Cl)C(=O)NN (4-tert-butyl-N-(6-chloro-2-hydrazinocarbonyl-pyridin-3-yl)-benzenesulfonamide), C(C)(OC)(OC)OC (trimethyl orthoacetate), C(C)N (ethylamine), CC(=O)O (AcOH). Run in O1CCOCC1 (dioxane). Reaction conditions: temperature 130 celsius, time 3 hour. Product: C(C)(C)(C)C1=CC=C(C=C1)S(=O)(=O)NC=1C(=NC(=CC1)Cl)C1=NN=C(N1CC)C (4-tert-butyl-N-[6-chloro-2-(4-ethyl-5-methyl-4H-[1,2,4]triazol-3-yl)-pyridin-3-yl]-benzenesulfonamide). As a reaction SMILES: [C:1]([C:5]1[CH:10]=[CH:9][C:8]([S:11]([NH:14][C:15]2[C:16]([C:22]([NH:24][NH2:25])=O)=[N:17][C:18]([Cl:21])=[CH:19][CH:20]=2)(=[O:13])=[O:12])=[CH:7][CH:6]=1)([CH3:4])([CH3:3])[CH3:2].[C:26](OC)(OC)(OC)[CH3:27].[CH2:34]([NH2:36])[CH3:35].CC(O)=O>O1CCOCC1>[C:1]([C:5]1[CH:10]=[CH:9][C:8]([S:11]([NH:14][C:15]2[C:16]([C:22]3[N:36]([CH2:34][CH3:35])[C:26]([CH3:27])=[N:25][N:24]=3)=[N:17][C:18]([Cl:21])=[CH:19][CH:20]=2)(=[O:13])=[O:12])=[CH:7][CH:6]=1)([CH3:4])([CH3:3])[CH3:2]. Reported procedure: A 25 mL scintillation vial was charged with 4-tert-butyl-N-(6-chloro-2-hydrazinocarbonyl-pyridin-3-yl)-benzenesulfonamide (691 mg, 1.8 mmol), trimethyl orthoacetate (0.35 mL, 2.8 mmol), ethylamine (5 mL, 2.0 M), AcOH (3.0 mL), and dioxane (10 mL). The vial was sealed, heated to 130° C., and stirred for three hours. The volatiles were then evacuated in vacuo and the residue was purified via automated silica gel chromatography and then preparative HPLC to afford 4-tert-butyl-N-[6-chloro-2-(4-ethyl...